Task: describe an organic reaction: reactants, conditions, products, and yield. Dataset: the Open Reaction Database (ORD), a public repository of structured organic reaction records The reactants are O (Water), CI (methyl iodide), C([O-])([O-])=O.[K+].[K+] (potassium carbonate), C(C1=CC=CC=C1)N1C(C2=CC=C(C=C2C(=C1C(=O)O)C1=CC=CC=C1)F)=O (2-Benzyl-6-fluoro-1-oxo-4-phenyl-1,2-dihydroisoquinoline-3-carboxylic acid). Solvent: CN(C)C=O (DMF). Run at time 12 hour. Yields the product COC(=O)C=1N(C(C2=CC=C(C=C2C1C1=CC=CC=C1)F)=O)CC1=CC=CC=C1 (2-benzyl-6-fluoro-1-oxo-4-phenyl-1,2-dihydroisoquinoline-3-carboxylic acid methyl ester). Yield: 48.2%. Reaction SMILES: [CH2:1]([N:8]1[C:17]([C:18]([OH:20])=[O:19])=[C:16]([C:21]2[CH:26]=[CH:25][CH:24]=[CH:23][CH:22]=2)[C:15]2[C:10](=[CH:11][CH:12]=[C:13]([F:27])[CH:14]=2)[C:9]1=[O:28])[C:2]1[CH:7]=[CH:6][CH:5]=[CH:4][CH:3]=1.CI.[C:31](=O)([O-])[O-].[K+].[K+].O>CN(C=O)C>[CH3:31][O:19][C:18]([C:17]1[N:8]([CH2:1][C:2]2[CH:3]=[CH:4][CH:5]=[CH:6][CH:7]=2)[C:9](=[O:28])[C:10]2[C:15]([C:16]=1[C:21]1[CH:22]=[CH:23][CH:24]=[CH:25][CH:26]=1)=[CH:14][C:13]([F:27])=[CH:12][CH:11]=2)=[O:20] |f:2.3.4|. Reported procedure: 2-Benzyl-6-fluoro-1-oxo-4-phenyl-1,2-dihydroisoquinoline-3-carboxylic acid (400 mg) was dissolved in DMF (4 ml) and methyl iodide (0.14 ml) and potassium carbonate (300 mg) were added at room temperature. The mixture was stirred for 12 hrs. Water was added to the reaction mixture, and the mixture was extracted with ethyl acetate. The organic layer was washed with water and saturated brine. The solvent was dried over anhydrous sodium sulfate and evaporated under reduced pressure. The residue was ... Starting materials: ClC=1C=C(C(C(F)(F)F)(C#CC=2OC=CC2)O)C(=CC1)NC(C1=CC=CC=C1)(C1=CC=CC=C1)C1=CC=CC=C1 (3-Chloro-6-(triphenylmethy)amino-α-(2-furanyl)ethynyl-α-(trifluoromethyl)benzyl alcohol), Cl (hydrochloric acid), C([O-])(O)=O (bicarbonate), CCOCC (ether). Run in CO (methanol). Conditions: time 30 minute. Yields the product NC1=CC=C(C=C1C(C(F)(F)F)(C#CC=1OC=CC1)O)Cl (6-Amino-3-chloro-α-(furan-2-yl)ethynyl-α-(trifluoromethyl)benzyl alcohol). As a reaction SMILES: [Cl:1][C:2]1[CH:3]=[C:4]([C:18]([NH:21]C(C2C=CC=CC=2)(C2C=CC=CC=2)C2C=CC=CC=2)=[CH:19][CH:20]=1)[C:5]([OH:17])([C:10]#[C:11][C:12]1[O:13][CH:14]=[CH:15][CH:16]=1)[C:6]([F:9])([F:8])[F:7].Cl.C(=O)(O)[O-].CCOCC>CO>[NH2:21][C:18]1[C:4]([C:5]([OH:17])([C:10]#[C:11][C:12]2[O:13][CH:14]=[CH:15][CH:16]=2)[C:6]([F:7])([F:8])[F:9])=[CH:3][C:2]([Cl:1])=[CH:20][CH:19]=1. Reported procedure: To a stirred solution of 20 g of 3-Chloro-6-(triphenylmethy)amino-α-(2-furanyl)ethynyl-α-(trifluoromethyl)benzyl alcohol (Example 9, Part B) in 20 mL of methanol was added 0.125 mL of 12 N aqueous hydrochloric acid, and the resulting solution was stirred at ambient temperature for 30 min. The reaction mixture was poured onto aqueous bicarbonate and extractec with ether. The ether layer was washed with brine, dried and evaporated. The residue was dissolved in methanol after cooling in ice for 1 h... Conditions: time 30 minute. Isolated yield 99.1%. The solvent is CCOCC (ether), CCOCC (ether), O (water). Reactants: ice, [H-].[H-].[H-].[H-].[Li+].[Al+3] (LiAlH4), C(C)OC(=O)[C@@H]1N(C[C@@H](C1)OCOC)CCC1=CC=C(C=C1)OC ((2R, 4R)-(+)-2-(ethoxycarbonyl)-4-(methoxymethoxy)-1-(4-methoxyphenethyl) pyrrolidine), ice, [OH-].[Na+] (NaOH), S(=O)(=O)([O-])[O-].[Mg+2] (Magnesium sulfate). Reaction SMILES: [H-].[H-].[H-].[H-].[Li+].[Al+3].C([O:9][C:10]([C@H:12]1[CH2:16][C@@H:15]([O:17][CH2:18][O:19][CH3:20])[CH2:14][N:13]1[CH2:21][CH2:22][C:23]1[CH:28]=[CH:27][C:26]([O:29][CH3:30])=[CH:25][CH:24]=1)=O)C.[OH-].[Na+].S([O-])([O-])(=O)=O.[Mg+2]>CCOCC.O>[OH:9][CH2:10][C@H:12]1[CH2:16][C@@H:15]([O:17][CH2:18][O:19][CH3:20])[CH2:14][N:13]1[CH2:21][CH2:22][C:23]1[CH:28]=[CH:27][C:26]([O:29][CH3:30])=[CH:25][CH:24]=1 |f:0.1.2.3.4.5,7.8,9.10|. Product: OC[C@@H]1N(C[C@@H](C1)OCOC)CCC1=CC=C(C=C1)OC ((2R,4R)-(+)-2-(hydroxymethyl)-4-(methoxymethoxy)-1-(4-methoxyphenethyl)pyrrolidine). Procedure details: To an ice-cooled suspension of 690 mg of LiAlH4 (18.1 mmol) in 15 ml of dry ether was added 6.10 g (18.1 mmol) of (2R, 4R)-(+)-2-(ethoxycarbonyl)-4-(methoxymethoxy)-1-(4-methoxyphenethyl) pyrrolidine in 15 ml of dry ether and the mixture was stirred on ice for 30 min and at room temperature for 30 min. To the ice-cooled mixture 0.7 ml of water and 1N NaOH were added and the mixture was stirred for 30 min on ice, and for 30 min at room temperature. Magnesium sulfate was added and after stirring f... Reactants: CC(C)(C)OC(=O)N1CCN(C(CN)c2ccccc2Cl)CC1, CC(=O)OC(C)=O, CCOC(C)=O, c1ccncc1. Yields the product CC(=O)NCC(c1ccccc1Cl)N1CCN(C(=O)OC(C)(C)C)CC1. As a reaction SMILES: [C:1]([CH3:2])([CH3:3])([CH3:4])[O:5][C:6](=[O:7])[N:8]1[CH2:9][CH2:10][N:11]([CH:14]([CH2:15][NH2:16])[c:17]2[c:18]([Cl:23])[cH:19][cH:20][cH:21][cH:22]2)[CH2:12][CH2:13]1.[CH3:24][C:25](=[O:26])[O:27][C:28]([CH3:29])=[O:30].[CH3:37][CH2:38][O:39][C:40]([CH3:41])=[O:42].[cH:31]1[cH:32][cH:33][n:34][cH:35][cH:36]1>>[C:1]([CH3:2])([CH3:3])([CH3:4])[O:5][C:6](=[O:7])[N:8]1[CH2:9][CH2:10][N:11]([CH:14]([CH2:15][NH:16][C:25]([CH3:24])=[O:26])[c:17]2[c:18]([Cl:23])[cH:19][cH:20][cH:21][cH:22]2)[CH2:12][CH2:13]1. Starting materials: NC=1SC2=C(N1)C=CC(=C2)[N+](=O)[O-] (2-amino-6-nitrobenzothiazole), C(C1=CC=CC=C1)(=O)Cl (benzoyl chloride), O (water), C(C1=CC=CC=C1)(=O)Cl (benzoyl chloride). Run in N1=CC=CC=C1 (pyridine). The product is C(C1=CC=CC=C1)(=O)N (benzamide). Isolated yield 86.0%. Reaction SMILES: [NH2:1]C1SC2C=C([N+]([O-])=O)C=CC=2N=1.[C:14](Cl)(=[O:21])[C:15]1[CH:20]=[CH:19][CH:18]=[CH:17][CH:16]=1.O>N1C=CC=CC=1>[C:14]([NH2:1])(=[O:21])[C:15]1[CH:20]=[CH:19][CH:18]=[CH:17][CH:16]=1. Procedure details: To a suspension of 2-amino-6-nitrobenzothiazole (Sigma Aldrich, 2.93 g, 15 mmol) in pyridine (20 mL), benzoyl chloride (1.74 mL, 15 mmol) was added. After stirring over-night at r.t., additional benzoyl chloride (1.74 mL, 15 mmol) was added and the mixture was stirred at 60° C. After completion of the reaction, the mixture was poured into water (250 mL) and stirred overnight at r.t. Separation of the resulting precipitate yielded N-6-nitrobenzotihiazol-2-yl)benzamide (3.87 g, 12.9 mmol, 86%) as ... Reactants: Cl (hydrochloric acid), C(CCO)O (1,3-propanediol), [H-].[Na+] (sodium hydride), C(C)(C)(C)C1=CC=C(C=C1)S(=O)(=O)NC1=NC=NC(=C1OC1=CC(=CC=C1)OC)Cl (4-tert-butyl-N-{6-chloro-5-(3-methoxyphenoxy)pyrimidin-4-yl}benzenesulfonamide). Yields the product C(C)(C)(C)C1=CC=C(C=C1)S(=O)(=O)NC1=NC=NC(=C1OC1=CC(=CC=C1)OC)OCCCO (4-tert-butyl-N-{6-(3-hydroxypropyloxy)-5-(3-methoxyphenoxy)pyrimidin-4-yl}benzenesulfonamide). Reaction SMILES: [CH2:1]([OH:5])[CH2:2][CH2:3][OH:4].[H-].[Na+].[C:8]([C:12]1[CH:17]=[CH:16][C:15]([S:18]([NH:21][C:22]2[C:27]([O:28][C:29]3[CH:34]=[CH:33][CH:32]=[C:31]([O:35][CH3:36])[CH:30]=3)=[C:26](Cl)[N:25]=[CH:24][N:23]=2)(=[O:20])=[O:19])=[CH:14][CH:13]=1)([CH3:11])([CH3:10])[CH3:9].Cl>>[C:8]([C:12]1[CH:17]=[CH:16][C:15]([S:18]([NH:21][C:22]2[C:27]([O:28][C:29]3[CH:34]=[CH:33][CH:32]=[C:31]([O:35][CH3:36])[CH:30]=3)=[C:26]([O:4][CH2:3][CH2:2][CH2:1][OH:5])[N:25]=[CH:24][N:23]=2)(=[O:20])=[O:19])=[CH:14][CH:13]=1)([CH3:11])([CH3:10])[CH3:9] |f:1.2|. Procedure details: To 1,3-propanediol (7 ml) is added sodium hydride (60% dispersion-type, 312 mg), and thereto is added 4-tert-butyl-N-{6-chloro-5-(3-methoxyphenoxy)pyrimidin-4-yl}benzenesulfonamide (707 mg). The reaction mixture is reacted at 90° C. for two hours, and then reacted at 130° C. for one hour. The reaction solution is acidified with 10% hydrochloric acid, and extracted with ethyl acetate, and the ethyl acetate layer is washed, dried, and concentrated to dryness under reduced pressure. The residue is ... The reactants are [BH4-], CO, O=C1CCCc2c(F)cccc21, [Na+]. Product: OC1CCCc2c(F)cccc21. Reaction SMILES: [BH4-:13].[CH3:15][OH:16].[F:1][c:2]1[c:3]2[c:8]([cH:9][cH:10][cH:11]1)[C:7](=[O:12])[CH2:6][CH2:5][CH2:4]2.[Na+:14]>>[F:1][c:2]1[c:3]2[c:8]([cH:9][cH:10][cH:11]1)[CH:7]([OH:12])[CH2:6][CH2:5][CH2:4]2. Reactants: Clc1nc(N2CCOCC2)c2sc(CBr)cc2n1, O=C([O-])[O-], CC1CNCC(C)N1, [K+], [K+], CN(C)C=O. The product is CC1CN(Cc2cc3nc(Cl)nc(N4CCOCC4)c3s2)CC(C)N1. RXN SMILES: [Br:1][CH2:2][c:3]1[cH:4][c:5]2[n:6][c:7]([Cl:18])[n:8][c:9]([N:12]3[CH2:13][CH2:14][O:15][CH2:16][CH2:17]3)[c:10]2[s:11]1.[C:27](=[O:28])([O-:29])[O-:30].[CH3:19][CH:20]1[NH:21][CH:22]([CH3:26])[CH2:23][NH:24][CH2:25]1.[K+:31].[K+:32].[O:33]=[CH:34][N:35]([CH3:36])[CH3:37]>>[CH2:2]([c:3]1[cH:4][c:5]2[n:6][c:7]([Cl:18])[n:8][c:9]([N:12]3[CH2:13][CH2:14][O:15][CH2:16][CH2:17]3)[c:10]2[s:11]1)[N:24]1[CH2:23][CH:22]([CH3:26])[NH:21][CH:20]([CH3:19])[CH2:25]1. Starting materials: C(C)(C)[Mg]Cl (isopropylmagnesium chloride), ClC1=CC=C(C(=O)N(C)OC)C=C1 (4-chloro-N-methoxy-N-methylbenzamide), Intermediate 18, BrC1=CN=C(N1C)C (5-bromo-1,2-dimethyl-1H-imidazole), Intermediate 24. Run in C1CCOC1 (THF), C1CCOC1 (THF), C1CCOC1 (THF). Reaction conditions: time 0.5 hour. Product: ClC1=CC=C(C=C1)C(=O)C1=CN=C(N1C)C (5-[(4-Chlorophenyl)carbonyl]-1,2-dimethyl-1H-imidazole). As a reaction SMILES: Br[C:2]1[N:6]([CH3:7])[C:5]([CH3:8])=[N:4][CH:3]=1.C([Mg]Cl)(C)C.[Cl:14][C:15]1[CH:26]=[CH:25][C:18]([C:19](N(OC)C)=[O:20])=[CH:17][CH:16]=1>C1COCC1>[Cl:14][C:15]1[CH:26]=[CH:25][C:18]([C:19]([C:2]2[N:6]([CH3:7])[C:5]([CH3:8])=[N:4][CH:3]=2)=[O:20])=[CH:17][CH:16]=1. Reported procedure: To a 50-mL round-bottom flask containing a solution of 5-bromo-1,2-dimethyl-1H-imidazole (440 mg, 2.51 mmol, Intermediate 24, step a) and THF (20 mL) under nitrogen was added isopropylmagnesium chloride in THF (2.0 M, 1.2 mL, 2.4 mmol) dropwise. The mixture was stirred for 0.5 hours at room temperature, and a solution of 4-chloro-N-methoxy-N-methylbenzamide (500 mg, 2.50 mmol, Intermediate 18, step a) in THF (5 mL) was introduced. After stirring for 7.5 hours at room temperature, the reaction wa... Starting materials: C(#C)C=1C=NN2C1N=C(C=C2C(F)(F)F)C2=CC=C(C=C2)C(F)(F)F (3-ethynyl-7-trifluoromethyl-5-(4-trifluoromethyl-phenyl)-pyrazolo[1,5-a]pyrimidine), BrC=1C=C(C=CC1)S(=O)(=O)NC(C)(C)C (3-Bromo-N-tert-butyl-benzenesulfonamide). Yields the product C(C)(C)(C)NS(=O)(=O)C1=CC(=CC=C1)C#CC=1C=NN2C1N=C(C=C2C(F)(F)F)C2=CC=C(C=C2)C(F)(F)F (N-tert-Butyl-3-[7-trifluoromethyl-5-(4-trifluoromethyl-phenyl)-pyrazolo[1,5-a]pyrimidin-3-ylethynyl]-benzenesulfonamide), solid. Yield: 20.0%. RXN SMILES: [C:1]([C:3]1[CH:4]=[N:5][N:6]2[C:11]([C:12]([F:15])([F:14])[F:13])=[CH:10][C:9]([C:16]3[CH:21]=[CH:20][C:19]([C:22]([F:25])([F:24])[F:23])=[CH:18][CH:17]=3)=[N:8][C:7]=12)#[CH:2].Br[C:27]1[CH:28]=[C:29]([S:33]([NH:36][C:37]([CH3:40])([CH3:39])[CH3:38])(=[O:35])=[O:34])[CH:30]=[CH:31][CH:32]=1>>[C:37]([NH:36][S:33]([C:29]1[CH:30]=[CH:31][CH:32]=[C:27]([C:2]#[C:1][C:3]2[CH:4]=[N:5][N:6]3[C:11]([C:12]([F:14])([F:13])[F:15])=[CH:10][C:9]([C:16]4[CH:21]=[CH:20][C:19]([C:22]([F:25])([F:24])[F:23])=[CH:18][CH:17]=4)=[N:8][C:7]=23)[CH:28]=1)(=[O:35])=[O:34])([CH3:40])([CH3:38])[CH3:39]. Procedure details: The title compound was prepared from 3-ethynyl-7-trifluoromethyl-5-(4-trifluoromethyl-phenyl)-pyrazolo[1,5-a]pyrimidine (example C.1)(355 mg, 1.0 mmol) and 3-Bromo-N-tert-butyl-benzenesulfonamide (example B.9) (321 mg, 1.1 mmol) according to general procedure II. Obtained as a light-brown solid (110 mg, 20%). MS (ISP) 567.2 [(M+H)+]; mp 192-200° C.